This data is from the Open Reaction Database (ORD), a public repository of structured organic reaction records. The task is: describe an organic reaction: reactants, conditions, products, and yield Starting materials: ClC1=CC=C(C(=N1)NCC1=CC=C(C=C1)OC)C(=O)OC (methyl 6-chloro-2-[(4-methoxybenzyl)amino]pyridine-3-carboxylate), C1(=CC=CC=C1)OC (anisole). The solvent is FC(C(=O)O)(F)F (trifluoroacetic acid). Reaction conditions: time 2 hour. The product is NC1=NC(=CC=C1C(=O)OC)Cl (methyl 2-amino-6-chloropyridine-3-carboxylate). Yield: 98.0%. As a reaction SMILES: [Cl:1][C:2]1[N:7]=[C:6]([NH:8]CC2C=CC(OC)=CC=2)[C:5]([C:18]([O:20][CH3:21])=[O:19])=[CH:4][CH:3]=1.C1(OC)C=CC=CC=1>FC(F)(F)C(O)=O>[NH2:8][C:6]1[C:5]([C:18]([O:20][CH3:21])=[O:19])=[CH:4][CH:3]=[C:2]([Cl:1])[N:7]=1. Procedure: To a solution of methyl 6-chloro-2-[(4-methoxybenzyl)amino]pyridine-3-carboxylate (1.0 g) in trifluoroacetic acid (5 ml) was added anisole (0.5 ml), and the mixture was stirred at room temperature for 2 hr. The reaction mixture was concentrated under reduced pressure, and the residue was subjected to azeotropic distillation with toluene. The obtained oil residue was diluted with ethyl acetate (80 ml), and the mixture was washed with saturated aqueous sodium hydrogen carbonate solution and satura... The reactants are O=C(O)c1ccc(C2CC2)c(Cc2ccc(F)cc2)n1, Cl, CCOC(=O)C(N)CC(C)C. Product: CCOC(=O)C(CC(C)C)NC(=O)c1ccc(C2CC2)c(Cc2ccc(F)cc2)n1. Reaction SMILES: [CH:1]1([c:4]2[cH:5][cH:6][c:7]([C:18](=[O:19])[OH:20])[n:8][c:9]2[CH2:10][c:11]2[cH:12][cH:13][c:14]([F:17])[cH:15][cH:16]2)[CH2:2][CH2:3]1.[ClH:21].[NH2:22][CH:23]([C:24](=[O:25])[O:26][CH2:27][CH3:28])[CH2:29][CH:30]([CH3:31])[CH3:32]>>[CH:1]1([c:4]2[cH:5][cH:6][c:7]([C:18](=[O:20])[NH:22][CH:23]([C:24](=[O:25])[O:26][CH2:27][CH3:28])[CH2:29][CH:30]([CH3:31])[CH3:32])[n:8][c:9]2[CH2:10][c:11]2[cH:12][cH:13][c:14]([F:17])[cH:15][cH:16]2)[CH2:2][CH2:3]1. Starting materials: C(C)(C)(C)OC(C1=C(C(=CC=C1)CC(B1OC2(C3C(C(CC2O1)C3)(C)C)C)NC(CC3CCC(CC3)CN)=O)OC)=O (3-[2-[2-(4-Aminomethyl-cyclohexyl)-acetylamino]-2-(2,9,9-trimethyl-3,5-dioxa-4-bora-tricyclo[6.1.1.02,6]dec-4-yl)-ethyl]-2-methoxy-benzoic acid tert-butyl ester), C([O-])([O-])=O.[K+].[K+] (potassium carbonate), C(=O)(OC(C)(C)C)NCCBr (2-(Boc-amino)ethyl bromide), CN(C)C=O (DMF). Run in CCOC(=O)C (EtOAc). Run at temperature 65 celsius. The product is C(C)(C)(C)OC(C1=C(C(=CC=C1)CC(B1OC2(C3C(C(CC2O1)C3)(C)C)C)NC(CC3CCC(CC3)CNCCNC(=O)OC(C)(C)C)=O)OC)=O (3-[2-(2-{4-[(2-tert-Butoxycarbonylamino-ethylamino)-methyl]-cyclohexyl}-acetylamino)-2-(2,9,9-trimethyl-3,5-dioxa-4-bora-tricyclo[6.1.1.02,6]dec-4-yl)-ethyl]-2-methoxy-benzoic acid tert-butyl ester). The yield is 47.0%. As a reaction SMILES: [C:1]([O:5][C:6](=[O:42])[C:7]1[CH:12]=[CH:11][CH:10]=[C:9]([CH2:13][CH:14]([NH:28][C:29](=[O:39])[CH2:30][CH:31]2[CH2:36][CH2:35][CH:34]([CH2:37][NH2:38])[CH2:33][CH2:32]2)[B:15]2[O:23][CH:22]3[C:17]([CH3:27])([CH:18]4[CH2:24][CH:20]([CH2:21]3)[C:19]4([CH3:26])[CH3:25])[O:16]2)[C:8]=1[O:40][CH3:41])([CH3:4])([CH3:3])[CH3:2].C(=O)([O-])[O-].[K+].[K+].[C:49]([NH:56][CH2:57][CH2:58]Br)([O:51][C:52]([CH3:55])([CH3:54])[CH3:53])=[O:50].CN(C=O)C>CCOC(C)=O>[C:1]([O:5][C:6](=[O:42])[C:7]1[CH:12]=[CH:11][CH:10]=[C:9]([CH2:13][CH:14]([NH:28][C:29](=[O:39])[CH2:30][CH:31]2[CH2:32][CH2:33][CH:34]([CH2:37][NH:38][CH2:58][CH2:57][NH:56][C:49]([O:51][C:52]([CH3:55])([CH3:54])[CH3:53])=[O:50])[CH2:35][CH2:36]2)[B:15]2[O:23][CH:22]3[C:17]([CH3:27])([CH:18]4[CH2:24][CH:20]([CH2:21]3)[C:19]4([CH3:25])[CH3:26])[O:16]2)[C:8]=1[O:40][CH3:41])([CH3:2])([CH3:3])[CH3:4] |f:1.2.3|. Procedure: A sealable reaction tube was charged with 3-[2-[2-(4-Aminomethyl-cyclohexyl)-acetylamino]-2-(2,9,9-trimethyl-3,5-dioxa-4-bora-tricyclo[6.1.1.02,6]dec-4-yl)-ethyl]-2-methoxy-benzoic acid tert-butyl ester (0.205 g, 0.352 mmol), potassium carbonate (0.057 g, 0.412 mmol), 2-(Boc-amino)ethyl bromide (0.095 g, 0.424 mmol), and DMF (3.0 mL). The tube was sealed and the reaction heated at 65° C. for 24 hr. The reaction was cooled to RT. The reaction was diluted with EtOAc and washed with 5% aqueous LiCl... Reactants: CO, C[N+](=O)[O-], O=CC(O)C(O)C(O)C(O)CO. The product is O=[N+]([O-])CC(O)C(O)C(O)C(O)C(O)CO. As a reaction SMILES: [CH3:17][OH:18].[N+:13](=[O:14])([O-:15])[CH3:16].[O:1]=[CH:2][CH:3]([OH:4])[CH:5]([OH:6])[CH:7]([OH:8])[CH:9]([OH:10])[CH2:11][OH:12]>>[OH:1][CH:2]([CH:3]([OH:4])[CH:5]([OH:6])[CH:7]([OH:8])[CH:9]([OH:10])[CH2:11][OH:12])[CH2:16][N+:13](=[O:14])[O-:15]. Reactants: BrC1C(N(CC1)C=1C(=NC(=CC1)Br)C)=O (3-bromo-1-(6-bromo-2-methylpyridin-3-yl)pyrrolidin-2-one), C1CCOC1 (THF), CC(=O)[O-].[K+] (KOAc). Reagents/catalysts: C1COCCOCCOCCOCCOCCO1 (18-Crown-6). Run in C(C)(=O)OCC (ethyl acetate). Conditions: temperature 70 celsius. Yields the product C(C)(=O)OC1C(N(CC1)C=1C(=NC(=CC1)Br)C)=O (1-(6-bromo-2-methylpyridin-3-yl)-2-oxopyrrolidin-3-yl acetate). Yield: 51.3%. Reaction SMILES: Br[CH:2]1[CH2:6][CH2:5][N:4]([C:7]2[C:8]([CH3:14])=[N:9][C:10]([Br:13])=[CH:11][CH:12]=2)[C:3]1=[O:15].C1COCC1.[CH3:21][C:22]([O-:24])=[O:23].[K+]>C1OCCOCCOCCOCCOCCOC1.C(OCC)(=O)C>[C:22]([O:24][CH:2]1[CH2:6][CH2:5][N:4]([C:7]2[C:8]([CH3:14])=[N:9][C:10]([Br:13])=[CH:11][CH:12]=2)[C:3]1=[O:15])(=[O:23])[CH3:21] |f:2.3|. Reported procedure: A 500 mL round-bottom flask was charged with crude 3-bromo-1-(6-bromo-2-methylpyridin-3-yl)pyrrolidin-2-one from step A (18.5 g), THF (50 mL), 18-Crown-6 (576 mg, 2.18 mmol) and KOAc (12.84 g, 131 mmol). The mixture was heated at 70° C. under argon overnight. After cooling the reaction mixture to room temperature, ethyl acetate (50 mL) was added. The organic layer was separated and washed with water (50 mL), brine (50 mL), dried over MgSO4, filtered and concentrated to a dark solid, which was pu... Product: N1C(=NC=C1)C=CC(=O)C1=CC=CC=2N=C(NC21)CCC2=CC=CC=C2 (4-(3-(imidazol-2-yl)-2-propenoyl)-2-(2-phenylethyl)benzimidazole). Run at time 8 hour. As a reaction SMILES: [C:1]([C:4]1[C:12]2[NH:11][C:10]([CH2:13][CH2:14][C:15]3[CH:20]=[CH:19][CH:18]=[CH:17][CH:16]=3)=[N:9][C:8]=2[CH:7]=[CH:6][CH:5]=1)(=[O:3])[CH3:2].[OH-].[Na+].Cl>C(O)C>[NH:9]1[CH:8]=[CH:12][N:11]=[C:10]1[CH:13]=[CH:2][C:1]([C:4]1[C:12]2[NH:11][C:10]([CH2:13][CH2:14][C:15]3[CH:20]=[CH:19][CH:18]=[CH:17][CH:16]=3)=[N:9][C:8]=2[CH:7]=[CH:6][CH:5]=1)=[O:3] |f:1.2|. Solvent: C(C)O (Ethanol). Reported procedure: Ethanol (15 mL) was added to 4-acetyl-2-(2-phenylethyl)benzimidazole (1 g) obtained in Reference Example 1 and 2-imidazolecarboxyaldehyde (304 mg) . Sodium hydroxide (405 mg) was added to the mixture and the mixture was stirred overnight at room temperature. The reaction solution was poured into ice water, adjusted to pH 8 with 4 N hydrochloric acid and then extracted with ethyl acetate. The organic layer was washed with water and brine in that order and then dried over anhydrous sodium sulfate.... Isolated yield 54.0%. The reactants are Cl (hydrochloric acid), [OH-].[Na+] (Sodium hydroxide), ice water, C(C)(=O)C1=CC=CC=2N=C(NC21)CCC2=CC=CC=C2 (4-acetyl-2-(2-phenylethyl)benzimidazole).